This data is from the Open Reaction Database (ORD), a public repository of structured organic reaction records. The task is: describe an organic reaction: reactants, conditions, products, and yield Isolated yield 92.4%. RXN SMILES: [N+:1]([C:4]1[CH:24]=[C:23]([O:25][CH3:26])[C:22]([Br:27])=[CH:21][C:5]=1[CH2:6][CH:7]1[C:16]2[C:11](=[CH:12][C:13]([O:18][CH3:19])=[C:14]([OH:17])[CH:15]=2)[CH2:10][CH2:9][N:8]1[CH3:20])([O-])=O>CO.[Pd]>[BrH:27].[NH2:1][C:4]1[CH:24]=[C:23]([O:25][CH3:26])[CH:22]=[CH:21][C:5]=1[CH2:6][CH:7]1[C:16]2[C:11](=[CH:12][C:13]([O:18][CH3:19])=[C:14]([OH:17])[CH:15]=2)[CH2:10][CH2:9][N:8]1[CH3:20] |f:3.4|. Reagents/catalysts: [Pd] (palladium-charcoal). Reactants: [N+](=O)([O-])C1=C(CC2N(CCC3=CC(=C(C=C23)O)OC)C)C=C(C(=C1)OC)Br (1-(2'-Nitro-4'-methoxy-5'-bromobenzyl)-2-methyl-6-methoxy-7-hydroxy-1,2,3,4-tetrahydroisoquinoline). Solvent: CO (methanol). Reported procedure: A mixture of 1-(2'-nitro-4'-methoxy-5'-bromobenzyl)-2-methyl-6-methoxy-7-hydroxy-1,2,3,4-tetrahydroisoquinoline (3c) (850 mg) in absolute methanol (80 ml) containing palladium-charcoal catalyst (5%, 250 mg) was stirred under hydrogen until absorption ceased (approximately 6-8 hours). The catalyst was filtered, washed with methanol and the filtrate evaporated to give an oil which was crystallized from acetone to give white crystals of 1-(2'-amino-4'-methoxybenzyl)-2-methyl-6-methoxy-7-hydroxy-1,2... Yields the product Br.NC1=C(CC2N(CCC3=CC(=C(C=C23)O)OC)C)C=CC(=C1)OC (1-(2'-Amino-4'-methoxybenzyl)-2-methyl-6-methoxy-7-hydroxy-1,2,3,4-tetrahydroisoquinoline Hydrobromide). Reactants: CS(=O)(=O)N1CCC(N)CC1, O=C(O)C(F)(F)F, CCS(=O)c1ncc(C(=O)c2cc(F)ccc2OC(C)C)c(N)n1. Product: CC(C)Oc1ccc(F)cc1C(=O)c1cnc(NC2CCN(S(C)(=O)=O)CC2)nc1N. RXN SMILES: [CH3:25][S:26](=[O:27])(=[O:28])[N:29]1[CH2:30][CH2:31][CH:32]([NH2:35])[CH2:33][CH2:34]1.[F:36][C:37]([F:38])([F:39])[C:40]([OH:41])=[O:42].[NH2:1][c:2]1[n:3][c:4]([S:21]([CH2:22][CH3:23])=[O:24])[n:5][cH:6][c:7]1[C:8](=[O:9])[c:10]1[c:11]([O:17][CH:18]([CH3:19])[CH3:20])[cH:12][cH:13][c:14]([F:16])[cH:15]1>>[NH2:1][c:2]1[n:3][c:4]([NH:35][CH:32]2[CH2:31][CH2:30][N:29]([S:26]([CH3:25])(=[O:27])=[O:28])[CH2:34][CH2:33]2)[n:5][cH:6][c:7]1[C:8](=[O:9])[c:10]1[c:11]([O:17][CH:18]([CH3:19])[CH3:20])[cH:12][cH:13][c:14]([F:16])[cH:15]1. Reactants: Cl (hydrochloride), CC=1C2=CC=CC=C2C2CNCCC21 (1,3,4,9b-Tetrahydro-5-methyl-2H-indeno[1,2-c]pyridine), CN(C(C=C)=O)C (N,N-dimethyl acrylamide). The product is CC=1C2=CC=CC=C2C2CN(CCC21)CCC(=O)N(C)C (3-(1,3,4,9b-Tetrahydro-5-methyl-2H-indeno[1,2-c]pyridin-2-yl)-N,N-dimethylpropionic acid amide). As a reaction SMILES: [CH3:1][C:2]1[C:3]2[C:8]([CH:9]3[C:14]=1[CH2:13][CH2:12][NH:11][CH2:10]3)=[CH:7][CH:6]=[CH:5][CH:4]=2.[CH3:15][N:16]([CH3:21])[C:17](=[O:20])[CH:18]=[CH2:19].Cl>>[CH3:1][C:2]1[C:3]2[C:8]([CH:9]3[C:14]=1[CH2:13][CH2:12][N:11]([CH2:19][CH2:18][C:17]([N:16]([CH3:21])[CH3:15])=[O:20])[CH2:10]3)=[CH:7][CH:6]=[CH:5][CH:4]=2. Procedure: 1,3,4,9b-Tetrahydro-5-methyl-2H-indeno[1,2-c]pyridine and N,N-dimethyl acrylamide are reacted in accordance with the process described in Example 6. Reaction period 7 hours. M.P. of the hydrochloride of the title compound 219°-221° from ethanol. Reactants: Cc1ccc(S(=O)(=O)Cl)cc1, O=C([O-])C(F)(F)F, NCCCC(NC(=O)OCC1c2ccccc2-c2ccccc21)C(=O)O. The product is Cc1ccc(S(=O)(=O)NCCCC(NC(=O)OCC2c3ccccc3-c3ccccc32)C(=O)O)cc1. As a reaction SMILES: [CH3:34][c:35]1[cH:36][cH:37][c:38]([S:41](=[O:42])(=[O:43])[Cl:44])[cH:39][cH:40]1.[O-:27][C:28]([C:29]([F:30])([F:31])[F:32])=[O:33].[cH:1]1[cH:2][cH:3][cH:4][c:5]2[c:13]1[CH:12]([CH2:14][O:15][C:16](=[O:17])[NH:18][CH:19]([CH2:20][CH2:21][CH2:22][NH2:23])[C:24](=[O:25])[OH:26])[c:11]1[c:6]-2[cH:7][cH:8][cH:9][cH:10]1>>[cH:1]1[cH:2][cH:3][cH:4][c:5]2[c:13]1[CH:12]([CH2:14][O:15][C:16](=[O:17])[NH:18][CH:19]([CH2:20][CH2:21][CH2:22][NH:23][S:41]([c:38]1[cH:37][cH:36][c:35]([CH3:34])[cH:40][cH:39]1)(=[O:42])=[O:43])[C:24](=[O:25])[OH:26])[c:11]1[c:6]-2[cH:7][cH:8][cH:9][cH:10]1. Starting materials: S(=O)(Cl)Cl (thionyl chloride), O (H2O), CC(=C)CC(C)(C)C (2,4,4-trimethyl-pentene-1). Run in C(Cl)Cl (CH2Cl2). Conditions: temperature -30 celsius. Product: ClC(C)(CC(C)(C)C)C (2-chloro-2,4,4-trimethyl-pentane). The yield is 85.0%. Reaction SMILES: [CH3:1][C:2]([CH2:4][C:5]([CH3:8])([CH3:7])[CH3:6])=[CH2:3].S(Cl)([Cl:11])=O.O>C(Cl)Cl>[Cl:11][C:2]([CH3:1])([CH2:4][C:5]([CH3:8])([CH3:7])[CH3:6])[CH3:3]. Reported procedure: 15 ml of 2,4,4-trimethyl-pentene-1 are dissolved in 150 ml of CH2Cl2, cooled to -30° C. and mixed dropwise with a mixture of 10.3 ml of thionyl chloride and 5.4 ml of H2O. The mixture is then heated to 0° C. and washed after 2.5 hours with cold 1% aqueous K2CO3 solution, then with ice-cold water. The product is dried over MgSO4 and distilled off. Yield 85%; nD20 =1.4308; Bpt.10 mm 38° C. Starting materials: O=C([O-])[O-], CN(C)C=O, O=C1Nc2cnc(Cl)nc2N(CCCc2ccccc2)CC1(F)F, [Cs+], [Cs+], CI. Yields the product CN1C(=O)C(F)(F)CN(CCCc2ccccc2)c2nc(Cl)ncc21. As a reaction SMILES: [C:25](=[O:26])([O-:27])[O-:28].[CH3:33][N:34]([CH3:35])[CH:36]=[O:37].[Cl:1][c:2]1[n:3][cH:4][c:5]2[c:6]([n:24]1)[N:7]([CH2:15][CH2:16][CH2:17][c:18]1[cH:19][cH:20][cH:21][cH:22][cH:23]1)[CH2:8][C:9]([F:13])([F:14])[C:10](=[O:12])[NH:11]2.[Cs+:29].[Cs+:30].[I:31][CH3:32]>>[Cl:1][c:2]1[n:3][cH:4][c:5]2[c:6]([n:24]1)[N:7]([CH2:15][CH2:16][CH2:17][c:18]1[cH:19][cH:20][cH:21][cH:22][cH:23]1)[CH2:8][C:9]([F:13])([F:14])[C:10](=[O:12])[N:11]2[CH3:25]. Reactants: CN(CCOC=1C=C(N(C)C)C=CC1)C (3-(2-(Dimethylamino)ethoxy)-N,N-dimethylaniline), CN(C)CCN(C)C (TMEDA), CN(C)C=O (DMF), [Li]CCCC (n-BuLi). Run in C1CCOC1 (THF), O (water). Run at time 30 minute. The product is CN(C1=C(C=O)C(=CC=C1)OCCN(C)C)C (2-(Dimethylamino)-6-(2-(dimethylamino)ethoxy)benzaldehyde). As a reaction SMILES: [CH3:1][N:2]([CH3:15])[CH2:3][CH2:4][O:5][C:6]1[CH:7]=[C:8]([CH:12]=[CH:13][CH:14]=1)[N:9]([CH3:11])[CH3:10].CN(CCN(C)C)C.[Li]CCCC.CN([CH:32]=[O:33])C>C1COCC1.O>[CH3:11][N:9]([CH3:10])[C:8]1[CH:12]=[CH:13][CH:14]=[C:6]([O:5][CH2:4][CH2:3][N:2]([CH3:15])[CH3:1])[C:7]=1[CH:32]=[O:33]. Procedure details: To a cold (0° C.) solution of Compound 71 (2.8 g, 13.5 mmol) in THF (10 mL) was added TMEDA (1.88 g, 16.2 mmol) followed by n-BuLi (2.5 M solution in hexane, 6.5 mL, 16.2 mmol). The mixture was stirred for 30 min at room temperature then DMF (1.48 g, 20.25 mmol) was added and the solution stirred for 3 h at room temperature. The reaction was then diluted with water (20 mL), and the product was extracted with EtOAc (3×50 mL). The organic layers were combined and washed with brine, and dried (MgSO... The reactants are BrB(Br)Br, COc1ccc2c(c1)c(-c1ccc(C(C)C)cc1)nc(=O)n2Cc1ccccc1, C1CCOC1, O. Product: CC(C)c1ccc(-c2nc(=O)n(Cc3ccccc3)c3ccc(O)cc23)cc1. RXN SMILES: [B:30]([Br:31])([Br:32])[Br:33].[CH2:1]([c:2]1[cH:3][cH:4][cH:5][cH:6][cH:7]1)[n:8]1[c:9](=[O:29])[n:10][c:11](-[c:20]2[cH:21][cH:22][c:23]([CH:26]([CH3:27])[CH3:28])[cH:24][cH:25]2)[c:12]2[cH:13][c:14]([O:18][CH3:19])[cH:15][cH:16][c:17]12.[CH2:35]1[O:36][CH2:37][CH2:38][CH2:39]1.[OH2:34]>>[CH2:1]([c:2]1[cH:3][cH:4][cH:5][cH:6][cH:7]1)[n:8]1[c:9](=[O:29])[n:10][c:11](-[c:20]2[cH:21][cH:22][c:23]([CH:26]([CH3:27])[CH3:28])[cH:24][cH:25]2)[c:12]2[cH:13][c:14]([OH:18])[cH:15][cH:16][c:17]12. Starting materials: FC1=C(C#N)C=CC(=C1)N1CCOCC1 (2-fluoro-4-(morpholino)-benzonitrile), solution, CC(C)C[AlH]CC(C)C (DIBAL-H), C1(=CC=CC=C1)C (toluene), O1CCCC1 (tetrahydrofuran), CC(C)C[AlH]CC(C)C (DIBAL-H), [Cl-].[NH4+] (ammonium chloride). Run in CO (methanol). Run at time 23.5 hour. Yields the product FC1=C(C=O)C=CC(=C1)N1CCOCC1 (2-fluoro-4-(morpholino)-benzaldehyde). Isolated yield 68.0%. RXN SMILES: [F:1][C:2]1[CH:9]=[C:8]([N:10]2[CH2:15][CH2:14][O:13][CH2:12][CH2:11]2)[CH:7]=[CH:6][C:3]=1[C:4]#N.CC(C[AlH]CC(C)C)C.C1(C)C=CC=CC=1.[Cl-].[NH4+].[O:34]1CCCC1>CO>[F:1][C:2]1[CH:9]=[C:8]([N:10]2[CH2:15][CH2:14][O:13][CH2:12][CH2:11]2)[CH:7]=[CH:6][C:3]=1[CH:4]=[O:34] |f:3.4|. Procedure details: To a solution of 2-fluoro-4-(morpholino)-benzonitrile (2.82 g, 13.7 mmol) in tetrahydrofuran (27 ml) under a nitrogen atmosphere was added dropwise a 1.5 M solution of DIBAL-H in toluene (18.3 ml, 27.3 mmol) during 13 minutes and the resulting mixture stirred for 23.5 hr at room temperature. The mixture was cooled to −50° C. and the excess DIBAL-H deastoyed by careful addition of methanol (27 ml). The mixture was then stirred at room temperature for 10 mins, saturated ammonium chloride (27 ml) a... The reactants are O=C([O-])O, Cc1ccc(Oc2ccc(N)cc2C)cn1, CN1CCCC1=O, Clc1ncnc2cc(-c3ccco3)[nH]c12, [Na+], O. Product: Cc1ccc(Oc2ccc(Nc3ncnc4cc(-c5ccco5)[nH]c34)cc2C)cn1. Reaction SMILES: [C:39](=[O:40])([O-:41])[OH:42].[CH3:16][c:17]1[cH:18][c:19]([NH2:20])[cH:21][cH:22][c:23]1[O:24][c:25]1[cH:26][n:27][c:28]([CH3:31])[cH:29][cH:30]1.[CH3:32][N:33]1[CH2:34][CH2:35][CH2:36][C:37]1=[O:38].[Cl:1][c:2]1[c:3]2[c:4]([n:5][cH:6][n:7]1)[cH:8][c:9](-[c:11]1[o:12][cH:13][cH:14][cH:15]1)[nH:10]2.[Na+:43].[OH2:44]>>[c:2]1([NH:20][c:19]2[cH:18][c:17]([CH3:16])[c:23]([O:24][c:25]3[cH:26][n:27][c:28]([CH3:31])[cH:29][cH:30]3)[cH:22][cH:21]2)[c:3]2[c:4]([n:5][cH:6][n:7]1)[cH:8][c:9](-[c:11]1[o:12][cH:13][cH:14][cH:15]1)[nH:10]2.